From a dataset of the Open Reaction Database (ORD), a public repository of structured organic reaction records. describe an organic reaction: reactants, conditions, products, and yield Yields the product CC=1SC=CC1C(O)C=1N=CN(C1)C(C1=CC=CC=C1)(C1=CC=CC=C1)C1=CC=CC=C1 ((2-methylthien-3-yl)-1-trityl-imidazol-4-yl-methanol), B1. Conditions: time 3 hour. Procedure details: To a solution of N-trityl-4-iodo-imidazole (11.8 g, 27 mmol) in dry CH2Cl2 (75 mL) was added EtMgBr (10.0 mL, 3.0M in Et2O) and the solution was stirred for 3 hrs. Then a solution of 2-methylthiophene-3-carboxaldehyde (3.3 g, 27 mmol) in CH2Cl2 (20 mL) was added and the reaction mixture was stirred at room temperature overnight. The reaction was quenched with NH4Cl (aq) and the mixture was transferred to a separatory funnel. The aqueous layer was extracted with a second portion of CH2Cl2. The ex... The solvent is C(Cl)Cl (CH2Cl2), C(Cl)Cl (CH2Cl2). Reaction SMILES: [C:1]([N:20]1[CH:24]=[C:23](I)[N:22]=[CH:21]1)([C:14]1[CH:19]=[CH:18][CH:17]=[CH:16][CH:15]=1)([C:8]1[CH:13]=[CH:12][CH:11]=[CH:10][CH:9]=1)[C:2]1[CH:7]=[CH:6][CH:5]=[CH:4][CH:3]=1.CC[Mg+].[Br-].[CH3:30][C:31]1[S:32][CH:33]=[CH:34][C:35]=1[CH:36]=[O:37]>C(Cl)Cl>[CH3:30][C:31]1[S:32][CH:33]=[CH:34][C:35]=1[CH:36]([C:23]1[N:22]=[CH:21][N:20]([C:1]([C:14]2[CH:19]=[CH:18][CH:17]=[CH:16][CH:15]=2)([C:8]2[CH:13]=[CH:12][CH:11]=[CH:10][CH:9]=2)[C:2]2[CH:7]=[CH:6][CH:5]=[CH:4][CH:3]=2)[CH:24]=1)[OH:37] |f:1.2|. Reactants: C(C1=CC=CC=C1)(C1=CC=CC=C1)(C1=CC=CC=C1)N1C=NC(=C1)I (N-trityl-4-iodo-imidazole), CC[Mg+].[Br-] (EtMgBr), CC=1SC=CC1C=O (2-methylthiophene-3-carboxaldehyde). The reactants are S(=O)(Cl)Cl (thionyl chloride), [N+](=O)([O-])C1=CC=C(C(=O)O)C=C1 (p-nitrobenzoic acid), C[C@H](CCC(=C(C)C)C)[C@H]1CC[C@@]2([C@@]1(CC[C@]34[C@H]2CC[C@@H]5[C@]3(C4)CC[C@@H](C5(C)C)O)C)C (Cyclobranol). The solvent is O1CCOCC1 (dioxane). Reaction conditions: temperature 60 celsius, time 2 hour. Product: C[C@H](CCC(=C(C)C)C)[C@H]1CC[C@@]2([C@@]1(CC[C@]34[C@H]2CC[C@@H]5[C@]3(C4)CC[C@@H](C5(C)C)O)C)C.[N+](=O)([O-])C1=CC=C(C(=O)[O-])C=C1 (cyclobranol p-nitrobenzoate). Yield: 83.5%. Reaction SMILES: [N+:1]([C:4]1[CH:12]=[CH:11][C:7]([C:8]([OH:10])=[O:9])=[CH:6][CH:5]=1)([O-:3])=[O:2].S(Cl)(Cl)=O.[CH3:17][C@@H:18]([C@@H:26]1[C@@:30]2([CH3:47])[CH2:31][CH2:32][C@@:33]34[CH2:39][C@:38]53[CH2:40][CH2:41][C@H:42]([OH:46])[C:43]([CH3:45])([CH3:44])[C@@H:37]5[CH2:36][CH2:35][C@H:34]4[C@:29]2([CH3:48])[CH2:28][CH2:27]1)[CH2:19][CH2:20][C:21]([CH3:25])=[C:22]([CH3:24])[CH3:23]>O1CCOCC1>[CH3:17][C@@H:18]([C@@H:26]1[C@@:30]2([CH3:47])[CH2:31][CH2:32][C@@:33]34[CH2:39][C@:38]53[CH2:40][CH2:41][C@H:42]([OH:46])[C:43]([CH3:45])([CH3:44])[C@@H:37]5[CH2:36][CH2:35][C@H:34]4[C@:29]2([CH3:48])[CH2:28][CH2:27]1)[CH2:19][CH2:20][C:21]([CH3:25])=[C:22]([CH3:23])[CH3:24].[N+:1]([C:4]1[CH:5]=[CH:6][C:7]([C:8]([O-:10])=[O:9])=[CH:11][CH:12]=1)([O-:3])=[O:2] |f:4.5|. Procedure details: To p-nitrobenzoic acid (1 g, 0.006 mole) dissolved in dioxane (20 ml) was added thionyl chloride (3 ml, 7 equivalents) and the mixture was stirred at 60° C. for 2 hours. The resulting mixture was evaporated under reduced pressure, then dioxane (20 ml) and pyridine (3 ml) were added to the resulting residue. Cyclobranol (2 g, 0.0045 mole) was added to the solution and the mixture was stirred at 60° C. for 2 hours to complete the reaction. The mixture was evaporated under reduced pressure, and the... Starting materials: COC=1C=C2CCCC(C2=CC1C)=O (6-methoxy-7-methyl-3,4-dihydronaphthalen-1(2H)-one), Cl.NO (hydroxylamine hydrochloride), C(C)(=O)[O-].[Na+] (sodium acetate). Solvent: CO (methanol). Reaction conditions: temperature 60 celsius. The product is COC=1C=C2CCC\C(\C2=CC1C)=N/O ((E)-6-methoxy-7-methyl-3,4-dihydronaphthalen-1(2H)-one oxime). The yield is 92.4%. Reaction SMILES: [CH3:1][O:2][C:3]1[CH:4]=[C:5]2[C:10](=[CH:11][C:12]=1[CH3:13])[C:9](=O)[CH2:8][CH2:7][CH2:6]2.Cl.[NH2:16][OH:17].C([O-])(=O)C.[Na+]>CO>[CH3:1][O:2][C:3]1[CH:4]=[C:5]2[C:10](=[CH:11][C:12]=1[CH3:13])/[C:9](=[N:16]/[OH:17])/[CH2:8][CH2:7][CH2:6]2 |f:1.2,3.4|. Procedure details: To 6-methoxy-7-methyl-3,4-dihydronaphthalen-1(2H)-one (0.500 g, 2.63 mmol) in methanol (10 mL) were sequentially added hydroxylamine hydrochloride (0.292 g, 4.21 mmol) and sodium acetate (0.345 g, 4.21 mmol) at room temperature. The reaction mixture was heated at 60° C. for 2 h. The reaction mixture was concentrated under vacuum. The residue was dissolved in 25 mL ethyl acetate, transferred to a separating funnel and washed with water (2×10 mL). The ethyl acetate layer was dried over sodium sulf... Reactants: C1COCCN1, CC(c1ccc(-c2ccccc2)c(F)c1)c1nc(CCl)no1, CN(C)C=O. Reaction SMILES: [CH2:23]1[CH2:24][O:25][CH2:26][CH2:27][NH:28]1.[Cl:1][CH2:2][c:3]1[n:4][o:5][c:6]([CH:8]([c:9]2[cH:10][c:11]([F:21])[c:12](-[c:15]3[cH:16][cH:17][cH:18][cH:19][cH:20]3)[cH:13][cH:14]2)[CH3:22])[n:7]1.[O:29]=[CH:30][N:31]([CH3:32])[CH3:33]>>[CH2:2]([c:3]1[n:4][o:5][c:6]([CH:8]([c:9]2[cH:10][c:11]([F:21])[c:12](-[c:15]3[cH:16][cH:17][cH:18][cH:19][cH:20]3)[cH:13][cH:14]2)[CH3:22])[n:7]1)[N:28]1[CH2:23][CH2:24][O:25][CH2:26][CH2:27]1. Yields the product CC(c1ccc(-c2ccccc2)c(F)c1)c1nc(CN2CCOCC2)no1. Reactants: CC(C)CNCC1CN(C(=O)OC(C)(C)C)CCN1C(=O)OC(C)(C)C, CS(=O)(=O)Cl, CN(C)c1ccncc1, CCN(C(C)C)C(C)C, ClCCl. The product is CC(C)CN(CC1CN(C(=O)OC(C)(C)C)CCN1C(=O)OC(C)(C)C)S(C)(=O)=O. RXN SMILES: [CH3:1][CH:2]([CH2:3][NH:4][CH2:5][CH:6]1[N:7]([C:19](=[O:20])[O:21][C:22]([CH3:23])([CH3:24])[CH3:25])[CH2:8][CH2:9][N:10]([C:12](=[O:13])[O:14][C:15]([CH3:16])([CH3:17])[CH3:18])[CH2:11]1)[CH3:26].[CH3:36][S:37]([Cl:38])(=[O:39])=[O:40].[CH3:41][N:42]([c:43]1[cH:44][cH:45][n:46][cH:47][cH:48]1)[CH3:49].[CH:27]([N:28]([CH2:29][CH3:30])[CH:31]([CH3:32])[CH3:33])([CH3:34])[CH3:35].[Cl:50][CH2:51][Cl:52]>>[CH3:1][CH:2]([CH2:3][N:4]([CH2:5][CH:6]1[N:7]([C:19](=[O:20])[O:21][C:22]([CH3:23])([CH3:24])[CH3:25])[CH2:8][CH2:9][N:10]([C:12](=[O:13])[O:14][C:15]([CH3:16])([CH3:17])[CH3:18])[CH2:11]1)[S:37]([CH3:36])(=[O:39])=[O:40])[CH3:26].